describe an organic reaction: reactants, conditions, products, and yield From a dataset of the Open Reaction Database (ORD), a public repository of structured organic reaction records. Starting materials: C(C)OC(C=C1CCC2C3CCC=4C=C(C(=CC4C3CCC12C)CC)OCC1=CC=CC=C1)=O ((3-Benzyloxy-2-ethyl-13-methyl-6,7,8,9,11,12,13,14,15,16-decahydro-cyclopenta[a]phenanthren-17-ylidene)-acetic acid ethyl ester), [H-].[H-].[H-].[H-].[Li+].[Al+3] (LiAlH4). Run in C1CCOC1 (THF). Run at time 6 hour. Yields the product C(C1=CC=CC=C1)OC=1C(=CC=2C3CCC4(C(CCC4C3CCC2C1)=CCO)C)CC (2-(3-Benzyloxy-2-ethyl-13-methyl-6,7,8,9,11,12,13,14,15,16-decahydro-cyclopenta[a]phenanthren-17-ylidene)-ethanol). As a reaction SMILES: C([O:3][C:4](=O)[CH:5]=[C:6]1[C:22]2([CH3:23])[CH:9]([CH:10]3[CH:19]([CH2:20][CH2:21]2)[C:18]2[CH:17]=[C:16]([CH2:24][CH3:25])[C:15]([O:26][CH2:27][C:28]4[CH:33]=[CH:32][CH:31]=[CH:30][CH:29]=4)=[CH:14][C:13]=2[CH2:12][CH2:11]3)[CH2:8][CH2:7]1)C.[H-].[H-].[H-].[H-].[Li+].[Al+3]>C1COCC1>[CH2:27]([O:26][C:15]1[C:16]([CH2:24][CH3:25])=[CH:17][C:18]2[CH:19]3[CH:10]([CH2:11][CH2:12][C:13]=2[CH:14]=1)[CH:9]1[C:22]([CH3:23])([C:6](=[CH:5][CH2:4][OH:3])[CH2:7][CH2:8]1)[CH2:21][CH2:20]3)[C:28]1[CH:29]=[CH:30][CH:31]=[CH:32][CH:33]=1 |f:1.2.3.4.5.6|. Procedure: A solution of (3-Benzyloxy-2-ethyl-13-methyl-6,7,8,9,11,12,13,14,15,16-decahydro-cyclopenta[a]phenanthren-17-ylidene)-acetic acid ethyl ester (0.92 g, 2 mmol) in 20 ml dry THF was cooled to 0° C. under nitrogen before LiAlH4 (0.15 g, 4 mmol) was added in a portion wise manner. After 6 hours at 0° C., the mixture was quenched with aq. NH4Cl, the organics were extracted with ethylacetate. The organic layer was washed with water, brine, dried over MgSO4 and the solvents were evaporated under vacuum... The reactants are ClC1=C(C(=CC=C1)Cl)C1=NOC(=C1CO)C(C)C ([3-(2,6-dichlorophenyl)-5-isopropylisoxazol-4-yl]methanol), [H-].[Na+] (sodium hydride), FC=1C=CC(=C(C1)C)[N+](=O)[O-] (5-fluoro-2-nitrotoluene). Solvent: CN(C=O)C (dimethylformamide). Run at time 16 hour. Yields the product ClC1=C(C(=CC=C1)Cl)C1=NOC(=C1COC1=CC(=C(C=C1)[N+](=O)[O-])C)C(C)C (3-(2,6-Dichlorophenyl)-5-isopropyl-4-[(3-methyl-4-nitrophenoxy)methyl]-isoxazole). As a reaction SMILES: [Cl:1][C:2]1[CH:7]=[CH:6][CH:5]=[C:4]([Cl:8])[C:3]=1[C:9]1[C:13]([CH2:14][OH:15])=[C:12]([CH:16]([CH3:18])[CH3:17])[O:11][N:10]=1.[H-].[Na+].F[C:22]1[CH:23]=[CH:24][C:25]([N+:29]([O-:31])=[O:30])=[C:26]([CH3:28])[CH:27]=1>CN(C)C=O>[Cl:8][C:4]1[CH:5]=[CH:6][CH:7]=[C:2]([Cl:1])[C:3]=1[C:9]1[C:13]([CH2:14][O:15][C:22]2[CH:23]=[CH:24][C:25]([N+:29]([O-:31])=[O:30])=[C:26]([CH3:28])[CH:27]=2)=[C:12]([CH:16]([CH3:18])[CH3:17])[O:11][N:10]=1 |f:1.2|. Reported procedure: A solution of [3-(2,6-dichlorophenyl)-5-isopropylisoxazol-4-yl]methanol (500 mg, 1.79 mmol) in dimethylformamide (6 mL) at 0° C. was treated with sodium hydride (60% dispersion in oil, 72 mg, 1.8 mmol) and was maintained for 15 minutes before the addition of 5-fluoro-2-nitrotoluene (182 μL, 1.5 mmol). The reaction was then allowed to stir at ambient temperature for 16 h. The product was extracted by partitioning the mixture in diethyl ether (50 mL) and water (50 mL). The aqueoues phase was extra... Starting materials: O=C(O)c1cc(Br)sc1Cl, Cl, CI, C1CCOC1, O. Product: Cc1cc(C(=O)O)c(Cl)s1. RXN SMILES: [Br:1][c:2]1[cH:3][c:4]([C:8](=[O:9])[OH:10])[c:5]([Cl:7])[s:6]1.[ClH:14].[I:11][CH3:12].[O:15]1[CH2:16][CH2:17][CH2:18][CH2:19]1.[OH2:13]>>[c:2]1([CH3:12])[cH:3][c:4]([C:8](=[O:9])[OH:10])[c:5]([Cl:7])[s:6]1. Reactants: C1CCOC1, COC(=O)Cc1ccc(OC)c(-c2ccc(C(F)(F)F)cc2CN(CC(C)(C)C)C(C)=O)c1, CO, ClCCl, Cl, [Na+], [OH-]. The product is COc1ccc(CC(=O)O)cc1-c1ccc(C(F)(F)F)cc1CN(CC(C)(C)C)C(C)=O. Reaction SMILES: [CH2:38]1[O:39][CH2:40][CH2:41][CH2:42]1.[CH3:1][O:2][C:3]([CH2:4][c:5]1[cH:6][c:7](-[c:13]2[c:14]([CH2:23][N:24]([CH2:25][C:26]([CH3:27])([CH3:28])[CH3:29])[C:30]([CH3:31])=[O:32])[cH:15][c:16]([C:19]([F:20])([F:21])[F:22])[cH:17][cH:18]2)[c:8]([O:11][CH3:12])[cH:9][cH:10]1)=[O:33].[CH3:34][OH:35].[Cl:43][CH2:44][Cl:45].[ClH:46].[Na+:37].[OH-:36]>>[O:2]=[C:3]([CH2:4][c:5]1[cH:6][c:7](-[c:13]2[c:14]([CH2:23][N:24]([CH2:25][C:26]([CH3:27])([CH3:28])[CH3:29])[C:30]([CH3:31])=[O:32])[cH:15][c:16]([C:19]([F:20])([F:21])[F:22])[cH:17][cH:18]2)[c:8]([O:11][CH3:12])[cH:9][cH:10]1)[OH:33]. The reactants are ClC=1C=C(C=CC1)C=1C=C(OC1C1=CC=C(C=C1)F)C(=O)N1CC(NCC1)=O (4-{[4-(3-Chlorophenyl)-5-(4-fluorophenyl)furan-2-yl]carbonyl}piperazin-2-one), ClC=1C=C(C=CC1F)C1=C(C=C(O1)C(=O)O)C1=CC(=CC(=C1)F)Cl (5-(3-Chloro-4-fluorophenyl)-4-(3-chloro-5-fluorophenyl)furan-2-carboxylic acid), N1C(CNCC1)=O (piperazin-2-one). The product is ClC=1C=C(C=CC1F)C1=C(C=C(O1)C(=O)N1CC(NCC1)=O)C1=CC(=CC(=C1)F)Cl (4-{[5-(3-Chloro-4-fluorophenyl)-4-(3-chloro-5-fluorophenyl)furan-2-yl]carbonyl}piperazin-2-one). Reaction SMILES: ClC1C=C(C2C=C(C([N:22]3[CH2:27][CH2:26][NH:25][C:24](=[O:28])[CH2:23]3)=O)OC=2C2C=CC(F)=CC=2)C=CC=1.[Cl:29][C:30]1[CH:31]=[C:32]([C:37]2[O:41][C:40]([C:42](O)=[O:43])=[CH:39][C:38]=2[C:45]2[CH:50]=[C:49]([F:51])[CH:48]=[C:47]([Cl:52])[CH:46]=2)[CH:33]=[CH:34][C:35]=1[F:36].N1CCNCC1=O>>[Cl:29][C:30]1[CH:31]=[C:32]([C:37]2[O:41][C:40]([C:42]([N:22]3[CH2:27][CH2:26][NH:25][C:24](=[O:28])[CH2:23]3)=[O:43])=[CH:39][C:38]=2[C:45]2[CH:50]=[C:49]([F:51])[CH:48]=[C:47]([Cl:52])[CH:46]=2)[CH:33]=[CH:34][C:35]=1[F:36]. Procedure details: The preparation of the title compound takes place in analogy to the synthesis of the compound from Example 6 starting with the compound from Example 21A. Instead of 1.5 equivalents of piperazin-2-one, 1.1 equivalents are used. 33.0 mg (53% of theory) of the title compound are obtained. Reactants: CC1=NC2=C(N1)CCCC2 (2-methyl-4,5,6,7-tetrahydro-1H-benzimidazole), crude intermediate, FC1=C(C=CC(=C1)F)C(CC1=NC2=C(N1)CCCC2)=O (1-(2,4-Difluorophenyl)-2-(4,5,6,7-tetrahydro-1H-benzimidazol-2-yl)-ethanone), FC1=CC=C(C(=O)Cl)C=C1 (4-fluorobenzoyl chloride), TEA. Run in C(C)#N (acetonitrile). The product is FC1=CC=C(C=C1)C(CC1=NC2=C(N1)CCCC2)=O (1-(4-Fluorophenyl)-2-(4,5,6,7-tetrahydro-1H-benzimidazol-2-yl)ethanone). As a reaction SMILES: CC1NC2CCCCC=2N=1.FC1C=CC(C(Cl)=O)=CC=1.F[C:22]1[CH:27]=[C:26]([F:28])[CH:25]=[CH:24][C:23]=1[C:29](=[O:40])[CH2:30][C:31]1[NH:35][C:34]2[CH2:36][CH2:37][CH2:38][CH2:39][C:33]=2[N:32]=1>C(#N)C>[F:28][C:26]1[CH:25]=[CH:24][C:23]([C:29](=[O:40])[CH2:30][C:31]2[NH:32][C:33]3[CH2:39][CH2:38][CH2:37][CH2:36][C:34]=3[N:35]=2)=[CH:22][CH:27]=1. Reported procedure: The compound is prepared as described in example XXXXIII with 2.00 g (14.68 mmol) 2-methyl-4,5,6,7-tetrahydro-1H-benzimidazole, 6.98 g (44.05 mmol) of 4-fluorobenzoyl chloride and 4.90 g (48.42 mmol) of TEA in 50 ml acetonitrile. The crude intermediate is directly transformed into 1-(2,4-Difluorophenyl)-2-(4,5,6,7-tetrahydro-1H-benzimidazol-2-yl)-ethanone to yield 737 mg (10.7% of th.). The reactants are C1CCOC1, CO, COc1ccc2c(OCCn3nc(-c4ccc(CN=[N+]=[N-])c(Cl)c4)ccc3=O)ccnc2c1, O. The product is COc1ccc2c(OCCn3nc(-c4ccc(CN)c(Cl)c4)ccc3=O)ccnc2c1. Reaction SMILES: [CH2:35]1[O:36][CH2:37][CH2:38][CH2:39]1.[CH3:40][OH:41].[N:1](=[N+:2]=[N-:3])[CH2:4][c:5]1[c:6]([Cl:33])[cH:7][c:8](-[c:11]2[cH:12][cH:13][c:14](=[O:32])[n:15]([CH2:17][CH2:18][O:19][c:20]3[cH:21][cH:22][n:23][c:24]4[cH:25][c:26]([O:30][CH3:31])[cH:27][cH:28][c:29]34)[n:16]2)[cH:9][cH:10]1.[OH2:34]>>[NH2:1][CH2:4][c:5]1[c:6]([Cl:33])[cH:7][c:8](-[c:11]2[cH:12][cH:13][c:14](=[O:32])[n:15]([CH2:17][CH2:18][O:19][c:20]3[cH:21][cH:22][n:23][c:24]4[cH:25][c:26]([O:30][CH3:31])[cH:27][cH:28][c:29]34)[n:16]2)[cH:9][cH:10]1. Starting materials: C(C)(C)C(C(=O)O)CCC(=O)O (2-isopropylglutaric acid). Solvent: C(C)(=O)Cl (acetyl chloride). Product: C(C)(C)C1C(=O)OC(CC1)=O (2-isopropylglutaric anhydride). RXN SMILES: [CH:1]([CH:4]([CH2:8][CH2:9][C:10]([OH:12])=[O:11])[C:5]([OH:7])=O)([CH3:3])[CH3:2]>C(Cl)(=O)C>[CH:1]([CH:4]1[CH2:8][CH2:9][C:10](=[O:11])[O:12][C:5]1=[O:7])([CH3:2])[CH3:3]. Procedure: The starting material is prepared as follows: A solution of 14.0 g of 2-isopropylglutaric acid in 80 ml of acetyl chloride is stirred at 50° for 2 hours and then evaporated to give 2-isopropylglutaric anhydride with NMR peaks at 0.98, 1.89, 2.43 and 2.85 ppm.